From a dataset of the Open Reaction Database (ORD), a public repository of structured organic reaction records. describe an organic reaction: reactants, conditions, products, and yield Reactants: [Si](C)(C)(C(C)(C)C)OC1(CCCCC1)CCCNC1=C(C=NC2=CC=CC=C12)[N+](=O)[O-] (N-[3-(1-{[tert-butyl(dimethyl)silyl]oxy}cyclohexyl)propyl]-3-nitroquinolin-4-amine). The reagents and catalysts are [Pt] (platinum on carbon). Run in C(C)(=O)OCC (ethyl acetate). Conditions: time 2 hour. Yields the product [Si](C)(C)(C(C)(C)C)OC1(CCCCC1)CCCNC1=C(C=NC2=CC=CC=C12)N (N4-[3-(1-{[tert-butyl(dimethyl)silyl]oxy}cyclohexyl)propyl]quinoline-3,4-diamine). Reaction SMILES: [Si:1]([O:8][C:9]1([CH2:15][CH2:16][CH2:17][NH:18][C:19]2[C:28]3[C:23](=[CH:24][CH:25]=[CH:26][CH:27]=3)[N:22]=[CH:21][C:20]=2[N+:29]([O-])=O)[CH2:14][CH2:13][CH2:12][CH2:11][CH2:10]1)([C:4]([CH3:7])([CH3:6])[CH3:5])([CH3:3])[CH3:2]>[Pt].C(OCC)(=O)C>[Si:1]([O:8][C:9]1([CH2:15][CH2:16][CH2:17][NH:18][C:19]2[C:28]3[C:23](=[CH:24][CH:25]=[CH:26][CH:27]=3)[N:22]=[CH:21][C:20]=2[NH2:29])[CH2:10][CH2:11][CH2:12][CH2:13][CH2:14]1)([C:4]([CH3:6])([CH3:7])[CH3:5])([CH3:3])[CH3:2]. Procedure: A mixture of N-[3-(1-{[tert-butyl(dimethyl)silyl]oxy}cyclohexyl)propyl]-3-nitroquinolin-4-amine (1.40 g, 3.16 mmol) and 5% platinum on carbon (0.14 g) in ethyl acetate (15 mL) was hydrogenated at 30 psi (2.1×105 Pa) for 2 h on a Parr apparatus. The reaction mixture was filtered through CELITE filter agent, which was rinsed with ethyl acetate afterwards, and the filtrate was concentrated to give N4-[3-(1-{[tert-butyl(dimethyl)silyl]oxy}cyclohexyl)propyl]quinoline-3,4-diamine as an orange colored ... Starting materials: C1(=CC=CC=C1)C=1NC=2C=CC=C3C2C1CCC3=O (2-phenyl-1,3,4,5-tetrahydrobenz[cd]indol-5-one), C(#N)[BH3-].[Na+] (sodium cyanoborohydride), C(Cl)Cl (methylene chloride), C(CN)N (ethylenediamine), CO (methanol). Run at time 13 hour. Product: Cl.Cl.NCCNC1CCC2=C(NC=3C=CC=C1C23)C2=CC=CC=C2 (5-[N-(2-aminoethyl)amino]-2-phenyl-1,3,4,5-tetrahydrobenz[cd]indole dihydrochloride). Yield: 32.0%. RXN SMILES: [C:1]1([C:7]2[NH:8][C:9]3[CH:10]=[CH:11][CH:12]=[C:13]4[C:18](=O)[CH2:17][CH2:16][C:15]=2[C:14]=34)[CH:6]=[CH:5][CH:4]=[CH:3][CH:2]=1.[CH2:20]([NH2:23])[CH2:21][NH2:22].CO.C([BH3-])#N.[Na+].C(Cl)[Cl:31]>>[ClH:31].[ClH:31].[NH2:22][CH2:21][CH2:20][NH:23][CH:18]1[C:13]2[C:14]3[C:15](=[C:7]([C:1]4[CH:6]=[CH:5][CH:4]=[CH:3][CH:2]=4)[NH:8][C:9]=3[CH:10]=[CH:11][CH:12]=2)[CH2:16][CH2:17]1 |f:3.4,6.7.8|. Reported procedure: A portion (0.20 g) of the compound obtained in Example 41 and ethylenediamine (0.54 ml) were suspended in a mixed solvent of methanol (3 ml) and methylene chloride (3 ml) and to the suspension was added sodium cyanoborohydride (61 mg). The mixture was stirred for 13 hours at room temperature and heated to reflux for further 20 hours. The reaction mixture was concentrated under reduced pressure. Water was added to the residue, followed by extraction with three portions of methylene chloride. The ... The reactants are Br (hydrobromic acid), [OH-].[NH4+] (ammonium hydroxide), Br (hydrobromic acid), FC1=C(C=C(C=C1)N)C1=NC=C(C=C1)F (4-Fluoro-3-(5-fluoropyridin-2-yl)phenylamine), [OH-].[Na+] (sodium hydroxide), N(=O)[O-].[Na+] (sodium nitrite). The reagents and catalysts are [Cu]Br (copper(I) bromide). The solvent is O1CCOCC1 (1,4-dioxane), O (water). Reaction conditions: temperature 0 celsius, time 1 hour. Yields the product BrC=1C=CC(=C(C1)C1=NC=C(C=C1)F)F (2-(5-bromo-2-fluorophenyl)-5-fluoropyridine). Reaction SMILES: [F:1][C:2]1[CH:7]=[CH:6][C:5](N)=[CH:4][C:3]=1[C:9]1[CH:14]=[CH:13][C:12]([F:15])=[CH:11][N:10]=1.N([O-])=O.[Na+].[OH-].[Na+].[OH-].[NH4+].[BrH:24]>O1CCOCC1.O.[Cu]Br>[Br:24][C:5]1[CH:6]=[CH:7][C:2]([F:1])=[C:3]([C:9]2[CH:14]=[CH:13][C:12]([F:15])=[CH:11][N:10]=2)[CH:4]=1 |f:1.2,3.4,5.6|. Procedure details: 4-Fluoro-3-(5-fluoropyridin-2-yl)phenylamine (1.2 g) was dissolved in 1,4-dioxane (4 ml) and 48% aqueous hydrobromic acid (30 ml). The solution was cooled to 0° C. A solution of sodium nitrite (478 mg) in water (6 ml) was added dropwise with stirring to maintain an internal temperature below 4° C. The mixture was then aged a further 1 h at 4° C. A solution of copper(I) bromide (2.58 g) in 48% aqueous hydrobromic acid (10 ml) was then added slowly to retain a reaction temperature below 5° C. The ... Starting materials: CCOC(=O)c1c(O)c2ccc(C)nc2n(CC)c1=O, CCO, NN. The product is CCn1c(=O)c(C(=O)NN)c(O)c2ccc(C)nc21. As a reaction SMILES: [CH2:1]([O:3][C:4](=[O:2])[c:6]1[c:7](=[O:20])[n:8]([CH2:18][CH3:19])[c:9]2[n:10][c:11]([CH3:17])[cH:12][cH:13][c:14]2[c:15]1[OH:16])[CH3:5].[CH3:23][CH2:24][OH:25].[NH2:21][NH2:22]>>[O:3]=[C:4]([c:6]1[c:7](=[O:20])[n:8]([CH2:18][CH3:19])[c:9]2[n:10][c:11]([CH3:17])[cH:12][cH:13][c:14]2[c:15]1[OH:16])[NH:21][NH2:22]. Reactants: C(C)(C)(C)OC(=O)N1CCN(CCC1)C1=CC=C2C(=N1)NC(=N2)C(=O)C2=CC(=NC=C2)C2=CN=CC1=CC=CC=C21 (4-[2-(2-Isoquinolin-4-yl-pyridine-4-carbonyl)-3H-imidazo[4.5-b]pyridine-5-yl]-[1,4]diazepane-1-carboxylic acid tert-butyl ester), Cl (HCl). Solvent: CCOCC (ether). Run at time 2 hour. Product: N1(CCNCCC1)C1=CC=C2C(=N1)NC(=N2)C(=O)C2=CC(=NC=C2)C2=CN=CC1=CC=CC=C21 ((5-[1,4]diazepan-1-yl-3H-imidazo[4,5-b]pyridine-2-yl)-(2-isoquinolin-4-yl-pyridin-4-yl)-methanone). Isolated yield 44.5%. RXN SMILES: C(OC([N:8]1[CH2:14][CH2:13][CH2:12][N:11]([C:15]2[N:20]=[C:19]3[NH:21][C:22]([C:24]([C:26]4[CH:31]=[CH:30][N:29]=[C:28]([C:32]5[C:41]6[C:36](=[CH:37][CH:38]=[CH:39][CH:40]=6)[CH:35]=[N:34][CH:33]=5)[CH:27]=4)=[O:25])=[N:23][C:18]3=[CH:17][CH:16]=2)[CH2:10][CH2:9]1)=O)(C)(C)C.Cl>CCOCC>[N:11]1([C:15]2[N:20]=[C:19]3[NH:21][C:22]([C:24]([C:26]4[CH:31]=[CH:30][N:29]=[C:28]([C:32]5[C:41]6[C:36](=[CH:37][CH:38]=[CH:39][CH:40]=6)[CH:35]=[N:34][CH:33]=5)[CH:27]=4)=[O:25])=[N:23][C:18]3=[CH:17][CH:16]=2)[CH2:12][CH2:13][CH2:14][NH:8][CH2:9][CH2:10]1. Reported procedure: The mixture of 4-[2-(2-Isoquinolin-4-yl-pyridine-4-carbonyl)-3H-imidazo[4.5-b]pyridine-5-yl]-[1,4]diazepane-1-carboxylic acid tert-butyl ester (15 mg, 0.03 mmole) and 2 molar HCl in ether (1 ml) was stirred at room temperature for 2 hours. Solvent was removed. Residue was washed with ethyl ether a few times to afford (5-[1,4]diazepan-1-yl-3H-imidazo[4,5-b]pyridine-2-yl)-(2-isoquinolin-4-yl-pyridin-4-yl)-methanone (6 mg, 49%) as a yellow solid. 1H NMR (400 MHz, CD3OD) δ 2.26 (m, 2H), 3.34 (m, 2H)... Reactants: CCC(=O)N1C(CF)C(c2ccc(S(C)(=O)=O)cc2)OC1(C)C, Cl, O. The product is CS(=O)(=O)c1ccc(C(O)C(N)CF)cc1. As a reaction SMILES: [C:1]([N:5]1[C:2]([CH3:3])([CH3:4])[O:7][CH:8]([c:12]2[cH:13][cH:14][c:15]([S:18](=[O:19])(=[O:20])[CH3:21])[cH:16][cH:17]2)[CH:9]1[CH2:10][F:11])(=[O:6])[CH2:22][CH3:23].[ClH:24].[OH2:25]>>[NH2:5][CH:9]([CH:8]([OH:7])[c:12]1[cH:13][cH:14][c:15]([S:18](=[O:19])(=[O:20])[CH3:21])[cH:16][cH:17]1)[CH2:10][F:11]. Reactants: CC(C)(C)OC(=O)N1CCCC(NC(=O)c2cn(-c3cccc(F)c3)cc2NC(N)=O)C1, Cl, NCCF. Product: CC(C)(C)OC(=O)N1CCCC(NC(=O)c2cn(-c3cccc(F)c3)cc2NC(=O)NCCF)C1. Reaction SMILES: [C:1]([CH3:2])([CH3:3])([CH3:4])[O:5][C:6](=[O:7])[N:8]1[CH2:9][CH:10]([NH:14][C:15](=[O:16])[c:17]2[cH:18][n:19](-[c:26]3[cH:27][c:28]([F:32])[cH:29][cH:30][cH:31]3)[cH:20][c:21]2[NH:22][C:23](=[O:24])[NH2:25])[CH2:11][CH2:12][CH2:13]1.[ClH:33].[F:34][CH2:35][CH2:36][NH2:37]>>[C:1]([CH3:2])([CH3:3])([CH3:4])[O:5][C:6](=[O:7])[N:8]1[CH2:9][CH:10]([NH:14][C:15](=[O:16])[c:17]2[cH:18][n:19](-[c:26]3[cH:27][c:28]([F:32])[cH:29][cH:30][cH:31]3)[cH:20][c:21]2[NH:22][C:23](=[O:24])[NH:25][CH2:36][CH2:35][F:34])[CH2:11][CH2:12][CH2:13]1. Product: Cc1cc(CC(NC(=O)N2CCC(N3Cc4ccccc4NC3=O)CC2)C(=O)OC2CN3CCC2CC3)cc2cn[nH]c12. As a reaction SMILES: [CH3:1][c:2]1[cH:3][c:4]([CH2:11][CH:12]([C:13](=[O:14])[OH:15])[NH:16][C:17](=[O:18])[N:19]2[CH2:20][CH2:21][CH:22]([N:25]3[C:26](=[O:35])[NH:27][c:28]4[cH:29][cH:30][cH:31][cH:32][c:33]4[CH2:34]3)[CH2:23][CH2:24]2)[cH:5][c:6]2[cH:7][n:8][nH:9][c:10]12.[CH3:36][CH2:37][N:38]=[C:39]=[N:40][CH2:41][CH2:42][CH2:43][N:44]([CH3:45])[CH3:46].[CH3:56][N:57]([CH3:58])[c:59]1[cH:60][cH:61][n:62][cH:63][cH:64]1.[CH3:65][N:66]([CH3:67])[CH:68]=[O:69].[N:47]12[CH2:48][CH:49]([OH:55])[CH:50]([CH2:51][CH2:52]1)[CH2:53][CH2:54]2>>[CH3:1][c:2]1[cH:3][c:4]([CH2:11][CH:12]([C:13]([O:14][CH:49]2[CH2:48][N:47]3[CH2:52][CH2:51][CH:50]2[CH2:53][CH2:54]3)=[O:15])[NH:16][C:17](=[O:18])[N:19]2[CH2:20][CH2:21][CH:22]([N:25]3[C:26](=[O:35])[NH:27][c:28]4[cH:29][cH:30][cH:31][cH:32][c:33]4[CH2:34]3)[CH2:23][CH2:24]2)[cH:5][c:6]2[cH:7][n:8][nH:9][c:10]12. Reactants: Cc1cc(CC(NC(=O)N2CCC(N3Cc4ccccc4NC3=O)CC2)C(=O)O)cc2cn[nH]c12, CCN=C=NCCCN(C)C, CN(C)c1ccncc1, CN(C)C=O, OC1CN2CCC1CC2.